This data is from the Open Reaction Database (ORD), a public repository of structured organic reaction records. The task is: describe an organic reaction: reactants, conditions, products, and yield Reactants: [N+](=O)([O-])C1=CC=C(C(=O)N2C3=C(C(CCC2)O)N=CC=C3)C=C1 (5-(4-nitrobenzoyl)-9-hydroxy-6,7,8,9-tetrahydro-5H-pyrido[3,2-b]azepine), C(Cl)Cl (CH2Cl2), CS(=O)C (dimethylsulfoxide), N1=C(Cl)N=C(Cl)N=C1Cl (cyanuric chloride). Run in O (water), C(C)N(CC)CC (triethylamine). Conditions: temperature -25 celsius, time 6.5 hour. Product: [N+](=O)([O-])C1=CC=C(C(=O)N2C3=C(C(CCC2)=O)N=CC=C3)C=C1 (5,6,7,8-Tetrahydro-5-(4-nitrobenzoyl)-9H-pyrido[3,2-b]azepin-9-one). Isolated yield 125.4%. As a reaction SMILES: [N+:1]([C:4]1[CH:23]=[CH:22][C:7]([C:8]([N:10]2[CH2:16][CH2:15][CH2:14][CH:13]([OH:17])[C:12]3[N:18]=[CH:19][CH:20]=[CH:21][C:11]2=3)=[O:9])=[CH:6][CH:5]=1)([O-:3])=[O:2].C(Cl)Cl.CS(C)=O.N1C(Cl)=NC(Cl)=NC=1Cl>O.C(N(CC)CC)C>[N+:1]([C:4]1[CH:5]=[CH:6][C:7]([C:8]([N:10]2[CH2:16][CH2:15][CH2:14][C:13](=[O:17])[C:12]3[N:18]=[CH:19][CH:20]=[CH:21][C:11]2=3)=[O:9])=[CH:22][CH:23]=1)([O-:3])=[O:2]. Procedure: A mixture of 0.313 g of 5-(4-nitrobenzoyl)-9-hydroxy-6,7,8,9-tetrahydro-5H-pyrido[3,2-b]azepine, 4 ml of CH2Cl2 and 0.75 ml of dimethylsulfoxide is chilled to -25° C. and 0.405 g of cyanuric chloride is added. The mixture is allowed to stand at -25° C. for 6.5 hours and 0.41 g of triethylamine is added. The mixture is stirred 10 minutes and poured into water. The mixture is extracted with dichloromethane and the extract washed with water, brine and dried (Na2SO4). The solvent is removed to give ... Reactants: BrBr (bromine), CON=C(C(=O)OC)C1=C(C=CC=C1)C (methyl 2-methylphenylglyoxylate O-methyloxime). Run in ClC(Cl)(Cl)Cl (tetrachloromethane). Yields the product CON=C(C(=O)OC)C1=C(C=CC=C1)CBr (methyl 2-(bromomethyl)-phenylglyoxylate O-methyloxime). Isolated yield 45.7%. RXN SMILES: [Br:1]Br.[CH3:3][O:4][N:5]=[C:6]([C:11]1[CH:16]=[CH:15][CH:14]=[CH:13][C:12]=1[CH3:17])[C:7]([O:9][CH3:10])=[O:8]>ClC(Cl)(Cl)Cl>[CH3:3][O:4][N:5]=[C:6]([C:11]1[CH:16]=[CH:15][CH:14]=[CH:13][C:12]=1[CH2:17][Br:1])[C:7]([O:9][CH3:10])=[O:8]. Procedure details: 21.4 g (0.133 mole) of bromine are added with stirring to 27.5 g (0.133 mole) of methyl 2-methylphenylglyoxylate O-methyloxime, dissolved in 400 ml of tetrachloromethane. The mixture is then refluxed for four hours while being exposed to a 300 W Hg vapor lamp. It is then evaporated down, the residue is taken up in ethyl acetate/water and the solution is washed with H2O, dried with sodium sulfate and evaporated down. The crude product is purified by chromatography over silica gel using 9:1 cycloh... Reactants: C(#N)C1=CC=C(C=C1)O (4-cyanophenol), C(C=C)Br (allyl bromide). The solvent is CC(=O)C (acetone). Product: C(C=C)OC1=CC=C(C=C1)C#N (4-cyanophenyl allyl ether). Reaction SMILES: [C:1]([C:3]1[CH:8]=[CH:7][C:6]([OH:9])=[CH:5][CH:4]=1)#[N:2].[CH2:10](Br)[CH:11]=[CH2:12]>CC(C)=O>[CH2:12]([O:9][C:6]1[CH:7]=[CH:8][C:3]([C:1]#[N:2])=[CH:4][CH:5]=1)[CH:11]=[CH2:10]. Procedure details: A solution of 4-cyanophenol (50 g), allyl bromide (27.2 ml) potassium carbonate (47.8 g) in acetone (100 ml) was heated at reflux for 16 hours. The reaction mixture was evaporated, water was added to the residue and the aqueous mixture was extracted with diethyl ether. The diethyl ether extract was washed with dilute aqueous sodium hydroxide solution, dried (MgSO4) and evaporated to give 4-cyanophenyl allyl ether as a solid, m.p. 41.6° C.; microanalysis, found: C 75.1; H, 5.8; N, 8.7%; C10H9NO2 ... The reactants are C(C)(C)(C)OC(NC1=CC(=C(C=C1N)C1=C(C=CC=C1)F)OCC(F)(F)F)=O ([5-amino-2′-fluoro-2-(2,2,2-trifluoro-ethoxy)-biphenyl-4-yl]-carbamic acid tert.-butyl ester), C(C)OC(CC(C1=CC(=CC=C1)N1N=NC=C1)=O)=O (3-oxo-3-(3-[1,2,3]triazol-1-yl-phenyl)-propionic acid ethyl ester). Product: C(C)(C)(C)OC(NC1=CC(=C(C=C1NC(CC(C1=CC(=CC=C1)N1N=NC=C1)=O)=O)C1=C(C=CC=C1)F)OCC(F)(F)F)=O ([2′-Fluoro-5-[3-oxo-3-(3-[1,2,3]triazol-1-yl-phenyl)-propionylamino]-2-(2,2,2-trifluoro-ethoxy)-biphenyl-4-yl]-carbamic acid tert.-butyl ester), solid. Reaction SMILES: [C:1]([O:5][C:6](=[O:28])[NH:7][C:8]1[C:13]([NH2:14])=[CH:12][C:11]([C:15]2[CH:20]=[CH:19][CH:18]=[CH:17][C:16]=2[F:21])=[C:10]([O:22][CH2:23][C:24]([F:27])([F:26])[F:25])[CH:9]=1)([CH3:4])([CH3:3])[CH3:2].C([O:31][C:32](=O)[CH2:33][C:34](=[O:46])[C:35]1[CH:40]=[CH:39][CH:38]=[C:37]([N:41]2[CH:45]=[CH:44][N:43]=[N:42]2)[CH:36]=1)C>>[C:1]([O:5][C:6](=[O:28])[NH:7][C:8]1[C:13]([NH:14][C:32](=[O:31])[CH2:33][C:34](=[O:46])[C:35]2[CH:40]=[CH:39][CH:38]=[C:37]([N:41]3[CH:45]=[CH:44][N:43]=[N:42]3)[CH:36]=2)=[CH:12][C:11]([C:15]2[CH:20]=[CH:19][CH:18]=[CH:17][C:16]=2[F:21])=[C:10]([O:22][CH2:23][C:24]([F:25])([F:26])[F:27])[CH:9]=1)([CH3:4])([CH3:2])[CH3:3]. Procedure details: The title compound was prepared from [5-amino-2′-fluoro-2-(2,2,2-trifluoro-ethoxy)-biphenyl-4-yl]-carbamic acid tert.-butyl ester (Example J5) (200 mg, 0.5 mmol) and 3-oxo-3-(3-[1,2,3]triazol-1-yl-phenyl)-propionic acid ethyl ester (Example K1) (150 mg, 0.57 mmol) according to the general procedure M. Obtained as a light yellow solid (110 mg). The reactants are C(C)(=O)O (acetic acid), NCCNCCO (N-(beta-aminoethyl) ethanolamine), O (water). Solvent: C1(=CC=CC=C1)C (toluene). Product: 128, OCCN1C(=NCC1)C (N-hydroxyethyl-2-methylimidazoline). RXN SMILES: [C:1]([OH:4])(=O)[CH3:2].[NH2:5][CH2:6][CH2:7][NH:8][CH2:9][CH2:10]O.O>C1(C)C=CC=CC=1>[OH:4][CH2:1][CH2:2][N:8]1[CH2:7][CH2:6][N:5]=[C:9]1[CH3:10]. Procedure: Sixty parts (1 mole) of acetic acid was added little by little to 104 parts (1 mole) of N-(beta-aminoethyl) ethanolamine and 16 parts of toluene. After generation of the heat of neutralization reaction ceased, the mixture was heated under reflux at 150° to 160° C. until 36 parts (2 moles) of water distilled. Finally, the solvent was removed under reduced pressure to give 128 parts of N-hydroxyethyl-2-methylimidazoline (amine value about 440). Then, 380 parts (1 mole) of bisphenol A diglycidyl et... Reactants: C(C)(C)(C)OC(=O)N1CC2C(C2C1)CN(CC1=CC(=CC=C1)OC(F)(F)F)C(=O)C=1N=CN(C1)C (6-{[(1-Methyl-1H-imidazole-4-carbonyl)-(3-trifluoromethoxy-benzyl)-amino]-methyl}-3-aza-bicyclo[3.1.0]hexane-3-carboxylic acid tert-butyl ester), Cl (HCl). Solvent: CCOC(=O)C (EtOAc). Conditions: time 4 hour. Product: Cl.C12CNCC2C1CN(C(=O)C=1N=CN(C1)C)CC1=CC(=CC=C1)OC(F)(F)F (1-Methyl-1H-imidazole-4-carboxylic acid (3-aza-bicyclo[3.1.0]hex-6-ylmethyl)-(3-trifluoromethoxy-benzyl)-amide Hydrochloride). Reaction SMILES: C(OC([N:8]1[CH2:13][CH:12]2[CH:10]([CH:11]2[CH2:14][N:15]([C:28]([C:30]2[N:31]=[CH:32][N:33]([CH3:35])[CH:34]=2)=[O:29])[CH2:16][C:17]2[CH:22]=[CH:21][CH:20]=[C:19]([O:23][C:24]([F:27])([F:26])[F:25])[CH:18]=2)[CH2:9]1)=O)(C)(C)C.[ClH:36]>CCOC(C)=O>[ClH:36].[CH:10]12[CH:11]([CH2:14][N:15]([CH2:16][C:17]3[CH:22]=[CH:21][CH:20]=[C:19]([O:23][C:24]([F:26])([F:27])[F:25])[CH:18]=3)[C:28]([C:30]3[N:31]=[CH:32][N:33]([CH3:35])[CH:34]=3)=[O:29])[CH:12]1[CH2:13][NH:8][CH2:9]2 |f:3.4|. Procedure: To 6-{[(1-Methyl-1H-imidazole-4-carbonyl)-(3-trifluoromethoxy-benzyl)-amino]-methyl}-3-aza-bicyclo[3.1.0]hexane-3-carboxylic acid tert-butyl ester prepared above (7.74 gm, 15.65 mmol) was added 5 mL of saturated HCl in EtOAc at room temperature. The reaction stirred at room temperature for 4 hours. The mixture was concentrated under reduced pressure to yield 6.63 gm of 1-Methyl-1H-imidazole-4-carboxylic acid (3-aza-bicyclo[3.1.0]hex-6-ylmethyl)-(3-trifluoromethoxy-benzyl)-amide Hydrochloride.